This data is from the Open Reaction Database (ORD), a public repository of structured organic reaction records. The task is: describe an organic reaction: reactants, conditions, products, and yield Conditions: time 24 hour. Reaction SMILES: Br[C:2]1[N:6]2[C:7]3[CH:21]=[CH:20][C:19]([Br:22])=[CH:18][C:8]=3[C:9]([C:12]3[CH:17]=[CH:16][CH:15]=[CH:14][N:13]=3)=[N:10][CH2:11][C:5]2=[N:4][N:3]=1.[CH3:23][N:24]1[CH2:29][CH2:28][NH:27][CH2:26][CH2:25]1.C(=O)(O)[O-].[Na+]>O>[Br:22][C:19]1[CH:20]=[CH:21][C:7]2[N:6]3[C:2]([N:27]4[CH2:28][CH2:29][N:24]([CH3:23])[CH2:25][CH2:26]4)=[N:3][N:4]=[C:5]3[CH2:11][N:10]=[C:9]([C:12]3[CH:17]=[CH:16][CH:15]=[CH:14][N:13]=3)[C:8]=2[CH:18]=1 |f:2.3|. Reactants: BrC1=NN=C2N1C1=C(C(=NC2)C2=NC=CC=C2)C=C(C=C1)Br (1,8-dibromo-6-(2-pyridyl)-4H-s-triazolo[4,3-a][1,4]benzodiazepine), CN1CCNCC1 (1-methylpiperazine), C([O-])(O)=O.[Na+] (sodium bicarbonate). Yields the product BrC=1C=CC2=C(C(=NCC=3N2C(=NN3)N3CCN(CC3)C)C3=NC=CC=C3)C1 (8-bromo-1-(4-methylpiperazino)-6-(2-pyridyl)-4H-s-triazolo[4,3-a][1,4]benzodiazepine). Solvent: O (water). Procedure: A stirred mixture of 1,8-dibromo-6-(2-pyridyl)-4H-s-triazolo[4,3-a][1,4]benzodiazepine (2.19 g.) and 1-methylpiperazine (10 ml.) is kept under nitrogen at 125°-130° C. for 15.5 hours and at 135°-145° C. for 24 hours. It is then cooled, mixed with cold water, treated with a little sodium bicarbonate and extracted with chloroform. The extract is washed with brine, dried over anhydrous sodium sulfate and concentrated. The residue is treated successively with xylene and toluene with concentration af... Reactants: CC1([C@@H](N2[C@H](S1)[C@@H](C2=O)NC(=O)[C@@H](C=3C=CC=CC3)N)C(=O)O)C (ampicillin), ice water, Cl (HCl). Conditions: time 30 minute. The product is CC1([C@@H](N2[C@H](S1)[C@@H](C2=O)NC(=O)[C@@H](C=3C=CC=CC3)N)C(=O)O)C.O.O.O (Ampicillin Trihydrate). Reaction SMILES: [CH3:1][C:2]1([CH3:24])[S:6][C@@H:5]2[C@H:7]([NH:10][C:11]([C@H:13]([NH2:20])[C:14]3[CH:15]=[CH:16][CH:17]=[CH:18][CH:19]=3)=[O:12])[C:8](=[O:9])[N:4]2[C@H:3]1[C:21]([OH:23])=[O:22].Cl>>[CH3:1][C:2]1([CH3:24])[S:6][C@@H:5]2[C@H:7]([NH:10][C:11]([C@H:13]([NH2:20])[C:14]3[CH:19]=[CH:18][CH:17]=[CH:16][CH:15]=3)=[O:12])[C:8](=[O:9])[N:4]2[C@H:3]1[C:21]([OH:23])=[O:22].[OH2:9].[OH2:9].[OH2:9] |f:2.3.4.5|. Procedure details: The resultant crude protected ampicillin mixture is worked up by treating with a mixture of 289 ml ice-water and 39.6 ml concentrated HCl and stirred for 30 minutes while cooling with ice. The aqueous phase is separated off and the organic phase back-extracted with a mixture of 5.4 ml concentrated HCl and 44.5 ml water. The combined aqueous phases are filtered through a filtering aid and pumped into a suspension of 5 g ampicillin trihydrate seed crystals in 100 ml water keeping the pH from 4.5 t... The reactants are C(C)N(CC)CCCl (diethylaminoethyl chloride), CC1=NN2C(NC(C3=C2C2=C(N=C3)N(N=C2C)C)=O)=C1 (2,8,10-trimethyl-4H-pyrazolo[1,5-a]pyrazolo[4',3':5,6]pyrido[3,4-e]pyrimidin-5(8H)-one), CN(C)CCCCl (dimethylaminopropyl chloride), CC1=NN2C(NC(C3=C2C2=C(N=C3)N(N=C2C)C)=O)=C1 (2,8,10-trimethyl-4H-pyrazolo[1,5-a]pyrazolo[4',3':5,6]pyrido-[3,4-e]pyrimidin-5(8H)-one). Yields the product C(C)N(CCN1C=2N(C3=C(C1=O)C=NC1=C3C(=NN1C)C)N=C(C2)C)CC (4-[2-(Diethylamino)ethyl]-2,8,10-trimethyl-4H-pyrazolo[1,5-a]-pyrazolo[4',3':5,6]pyrido[3,4-e]pyrimidin-5(8H)-one). As a reaction SMILES: [CH2:1]([N:3]([CH2:6][CH2:7]Cl)[CH2:4][CH3:5])[CH3:2].CN(CCCCl)C.[CH3:16][C:17]1[CH:35]=[C:20]2[NH:21][C:22](=[O:34])[C:23]3[CH:28]=[N:27][C:26]4[N:29]([CH3:33])[N:30]=[C:31]([CH3:32])[C:25]=4[C:24]=3[N:19]2[N:18]=1>>[CH2:1]([N:3]([CH2:4][CH3:5])[CH2:6][CH2:7][N:21]1[C:22](=[O:34])[C:23]2[CH:28]=[N:27][C:26]3[N:29]([CH3:33])[N:30]=[C:31]([CH3:32])[C:25]=3[C:24]=2[N:19]2[N:18]=[C:17]([CH3:16])[CH:35]=[C:20]12)[CH3:2]. Reported procedure: By substituting diethylaminoethyl chloride for the dimethylaminopropyl chloride and utilizing the 2,8,10-trimethyl-4H-pyrazolo[1,5-a]pyrazolo[4',3':5,6]pyrido-[3,4-e]pyrimidin-5(8H)-one product of Example 12 instead of 8-ethyl-2-methyl-4H-pyrazolo[1,5-a]pyrazolo[4',3':5,6]- pyrido[3,4-e]pyrimidin-5(8H)-one in the procedure of Example 4, 4-[2-(diethylamino)ethyl[-2,8,10-trimethyl-4H-pyrazolo[1,5-a]pyrazolo[4',3':5,6]pyrido[3,4-e]pyrimidin-5(8H)-one is obtained. Starting materials: C=CCC(CC(=O)O)C(=O)N1C(=O)OCC1Cc1ccccc1, ClCCCl, CN(C)c1ccncc1, CCN(C(C)C)C(C)C, NCc1ccc(Cl)cc1, ClCCl, On1nnc2ccccc21. The product is C=CCC(CC(=O)NCc1ccc(Cl)cc1)C(=O)N1C(=O)OCC1Cc1ccccc1. Reaction SMILES: [CH2:1]([c:2]1[cH:3][cH:4][cH:5][cH:6][cH:7]1)[CH:8]1[N:9]([C:14](=[O:15])[CH:16]([CH2:17][C:18](=[O:19])[OH:20])[CH2:21][CH:22]=[CH2:23])[C:10](=[O:13])[O:11][CH2:12]1.[CH2:24]([Cl:25])[CH2:26][Cl:27].[CH3:59][N:60]([c:61]1[cH:62][cH:63][n:64][cH:65][cH:66]1)[CH3:67].[CH:38]([N:39]([CH2:40][CH3:41])[CH:42]([CH3:43])[CH3:44])([CH3:45])[CH3:46].[Cl:47][c:48]1[cH:49][cH:50][c:51]([CH2:52][NH2:53])[cH:54][cH:55]1.[Cl:56][CH2:57][Cl:58].[OH:28][n:29]1[c:30]2[c:31]([cH:32][cH:33][cH:34][cH:35]2)[n:36][n:37]1>>[CH2:1]([c:2]1[cH:3][cH:4][cH:5][cH:6][cH:7]1)[CH:8]1[N:9]([C:14](=[O:15])[CH:16]([CH2:17][C:18](=[O:20])[NH:53][CH2:52][c:51]2[cH:50][cH:49][c:48]([Cl:47])[cH:55][cH:54]2)[CH2:21][CH:22]=[CH2:23])[C:10](=[O:13])[O:11][CH2:12]1. The reactants are [Al+3], COC(=O)CCC(=O)Cl, [Cl-], [Cl-], [Cl-], Clc1ccc(-c2ccco2)cc1, ClCCCl, Cl. The product is COC(=O)CCC(=O)c1ccc(-c2ccc(Cl)cc2)o1. As a reaction SMILES: [Al+3:2].[C:5](=[O:6])([O:7][CH3:8])[CH2:9][CH2:10][C:11](=[O:12])[Cl:13].[Cl-:1].[Cl-:3].[Cl-:4].[Cl:14][c:15]1[cH:16][cH:17][c:18](-[c:21]2[cH:22][cH:23][cH:24][o:25]2)[cH:19][cH:20]1.[Cl:27][CH2:28][CH2:29][Cl:30].[ClH:26]>>[C:5](=[O:6])([O:7][CH3:8])[CH2:9][CH2:10][C:11](=[O:12])[c:24]1[cH:23][cH:22][c:21](-[c:18]2[cH:17][cH:16][c:15]([Cl:14])[cH:20][cH:19]2)[o:25]1. Reactants: [OH-].[Na+] (sodium hydroxide), C(C)(=O)C1=C(C(=C(OCC2OC2)C=C1)CCCC)O ((4-acetyl-2-n-butyl-3-hydroxyphenoxy)methyloxiran), OC1=C(C2=C(C(C=C(O2)CCC(=O)OCC)=O)C=C1)CCC (ethyl 3-(7-hydroxy-4-oxo-8-propyl-4H-1-benzopyran-2-yl)propionate). Solvent: C(C)O (ethanol). The product is C(C)(=O)C1=C(C(=C(OCC(COC2=C(C3=C(C(C=C(O3)CCC(=O)OCC)=O)C=C2)CCC)O)C=C1)CCCC)O (Ethyl 3-[7-(3-(4-acetyl-2-n-butyl-3-hydroxyphenoxy)-2-hydroxypropyloxy)-4-oxo-8-propyl-4H-1-benzopyran-2-yl]propionate), micro needles. RXN SMILES: [OH-].[Na+].[C:3]([C:6]1[CH:16]=[CH:15][C:9]([O:10][CH2:11][CH:12]2[CH2:14][O:13]2)=[C:8]([CH2:17][CH2:18][CH2:19][CH3:20])[C:7]=1[OH:21])(=[O:5])[CH3:4].[OH:22][C:23]1[CH:40]=[CH:39][C:26]2[C:27](=[O:38])[CH:28]=[C:29]([CH2:31][CH2:32][C:33]([O:35][CH2:36][CH3:37])=[O:34])[O:30][C:25]=2[C:24]=1[CH2:41][CH2:42][CH3:43]>C(O)C>[C:3]([C:6]1[CH:16]=[CH:15][C:9]([O:10][CH2:11][CH:12]([OH:13])[CH2:14][O:22][C:23]2[CH:40]=[CH:39][C:26]3[C:27](=[O:38])[CH:28]=[C:29]([CH2:31][CH2:32][C:33]([O:35][CH2:36][CH3:37])=[O:34])[O:30][C:25]=3[C:24]=2[CH2:41][CH2:42][CH3:43])=[C:8]([CH2:17][CH2:18][CH2:19][CH3:20])[C:7]=1[OH:21])(=[O:5])[CH3:4] |f:0.1|. Procedure: To sodium hydroxide (0.6 g) in ethanol (200 ml) was added (4-acetyl-2-n-butyl-3-hydroxyphenoxy)methyloxiran (6 g) and ethyl 3-(7-hydroxy-4-oxo-8-propyl-4H-1-benzopyran-2-yl)propionate (4.56 g). The mixture was refluxed for 6 hours, evaporated to 1/3 volume and acidified. Extraction with ethyl acetate and subsequent washing with 10% sodium hydroxide solution, and water, and evaporation gave a red oil which was chromatographed on silica with chloroform:ethyl acetate (12:1) mixture to yield a solid... Starting materials: O=C1CCC(=O)N1Br, CS(=O)(=O)c1ccc(-c2cc3cccccc-3c2-c2ccccc2)cc1, ClC(Cl)(Cl)Cl, CC(C)(C#N)N=NC(C)(C)C#N. Product: CS(=O)(=O)c1ccc(-c2c(Br)c3cccccc-3c2-c2ccccc2)cc1. RXN SMILES: [Br:27][N:28]1[C:29](=[O:30])[CH2:31][CH2:32][C:33]1=[O:34].[CH3:1][S:2](=[O:3])(=[O:4])[c:5]1[cH:6][cH:7][c:8](-[c:11]2[c:12](-[c:21]3[cH:22][cH:23][cH:24][cH:25][cH:26]3)[c:13]3[cH:14][cH:15][cH:16][cH:17][cH:18][c:19]-3[cH:20]2)[cH:9][cH:10]1.[Cl:47][C:48]([Cl:49])([Cl:50])[Cl:51].[N:35]([C:36]([CH3:37])([CH3:38])[C:39]#[N:40])=[N:41][C:42]([CH3:43])([CH3:44])[C:45]#[N:46]>>[CH3:1][S:2](=[O:3])(=[O:4])[c:5]1[cH:6][cH:7][c:8](-[c:11]2[c:12](-[c:21]3[cH:22][cH:23][cH:24][cH:25][cH:26]3)[c:13]3[cH:14][cH:15][cH:16][cH:17][cH:18][c:19]-3[c:20]2[Br:27])[cH:9][cH:10]1. Starting materials: Cc1cc(N)no1, COC(=O)C1=C(O)c2ccccc2S(=O)(=O)N1C, Cc1ccccc1C. The product is Cc1cc(NC(=O)C2=C(O)c3ccccc3S(=O)(=O)N2C)no1. RXN SMILES: [NH2:19][c:20]1[n:21][o:22][c:23]([CH3:25])[cH:24]1.[OH:1][C:2]1=[C:3]([C:15]([O:17][CH3:16])=[O:18])[N:4]([CH3:14])[S:5](=[O:12])(=[O:13])[c:6]2[c:7]1[cH:8][cH:9][cH:10][cH:11]2.[c:26]1([CH3:27])[c:28]([CH3:29])[cH:30][cH:31][cH:32][cH:33]1>>[OH:1][C:2]1=[C:3]([C:15](=[O:17])[NH:19][c:20]2[n:21][o:22][c:23]([CH3:25])[cH:24]2)[N:4]([CH3:14])[S:5](=[O:12])(=[O:13])[c:6]2[c:7]1[cH:8][cH:9][cH:10][cH:11]2. Reactants: ClCC1=NOC=C1 (3-chloromethylisoxazole), Cl.NCCS (cysteamine hydrochloride), Br (hydrobromic acid). Yields the product Br.NCCSCC1=NOC=C1 (3-[(2-aminoethyl)thiomethyl]isoxazole hydrobromide). RXN SMILES: Cl[CH2:2][C:3]1[CH:7]=[CH:6][O:5][N:4]=1.Cl.[NH2:9][CH2:10][CH2:11][SH:12].[BrH:13]>>[BrH:13].[NH2:9][CH2:10][CH2:11][S:12][CH2:2][C:3]1[CH:7]=[CH:6][O:5][N:4]=1 |f:1.2,4.5|. Procedure details: A solution of 3-chloromethylisoxazole (5.8 g.) and cysteamine hydrochloride (6.25 g.) in aqueous hydrobromic acid (48%, 100 ml.) was heated under reflux for 6 hours. Concentration in the presence of water and subsequently n-propanol, followed by recrystallisation of the residue from isopropyl alcohol-ethanol afforded 3-[(2-aminoethyl)thiomethyl]isoxazole hydrobromide, m.p. 131°-133°. (Found: Br, 33.6; S, 13.7. C6H10N2OS.HBr requires: Br, 33.4; S, 13.4). Yields the product C1(=CC=CC=C1)C1=NC2=CC=CC=C2C(=N1)C(=O)N1CCCC1 (1-[(2-phenylquinazolin-4-yl)-carbonyl]-pyrrolidine). Solvent: CCCCCC (hexane), O1CCCC1 (tetrahydrofuran). RXN SMILES: [C:1]1([C:7]2[N:16]=[C:15]([C:17]([O:19]CC)=O)[C:14]3[C:9](=[CH:10][CH:11]=[CH:12][CH:13]=3)[N:8]=2)[CH:6]=[CH:5][CH:4]=[CH:3][CH:2]=1.[NH:22]1[CH2:26][CH2:25][CH2:24][CH2:23]1.C([Li])CCC>CCCCCC.O1CCCC1>[C:1]1([C:7]2[N:16]=[C:15]([C:17]([N:22]3[CH2:26][CH2:25][CH2:24][CH2:23]3)=[O:19])[C:14]3[C:9](=[CH:10][CH:11]=[CH:12][CH:13]=3)[N:8]=2)[CH:2]=[CH:3][CH:4]=[CH:5][CH:6]=1. The reactants are C1(=CC=CC=C1)C1=NC2=CC=CC=C2C(=N1)C(=O)OCC (ehtyl 2-phenylquinazoline-4-carboxylate), C(CCC)[Li] (butyllithium), N1CCCC1 (pyrrolidine), solution. Reported procedure: The procedure of Example 24 is followed using ehtyl 2-phenylquinazoline-4-carboxylate (3 g), pyrrolidine (3 ml), a 1.6M solution of butyllithium in hexane (15 ml) and tetrahydrofuran (25 ml) as the starting materials. After recrystallisation from ethanol, 1-[(2-phenylquinazolin-4-yl)-carbonyl]-pyrrolidine (2.1 g), melting at 153° C., is obtained.